Dataset: the Open Reaction Database (ORD), a public repository of structured organic reaction records. Task: describe an organic reaction: reactants, conditions, products, and yield Reactants: [OH-].[NH4+] (ammonium hydroxide), N=1CCCN2C1SC1=C2C=C(C=C1)N (3,4-dihydro-2H-pyrimido[2,1-b]benzothiazol-7-amine), CCC(CC)=O (3-pentanone), [BH4-].[Na+] (sodium borohydride). The solvent is C(C)(=O)O (acetic acid). Conditions: time 10 minute. Yields the product C(C)C(CC)NC=1C=CC2=C(N3C(S2)=NCCC3)C1 (N-(1-ethylpropyl)-3,4-dihydro-2H-pyrimido[2,1-b]benzothiazol-7-amine). As a reaction SMILES: [N:1]1[CH2:2][CH2:3][CH2:4][N:5]2[C:9]3[CH:10]=[C:11]([NH2:14])[CH:12]=[CH:13][C:8]=3[S:7][C:6]=12.[CH3:15][CH2:16][C:17](=O)[CH2:18][CH3:19].[BH4-].[Na+].[OH-].[NH4+]>C(O)(=O)C>[CH2:16]([CH:17]([NH:14][C:11]1[CH:12]=[CH:13][C:8]2[S:7][C:6]3=[N:1][CH2:2][CH2:3][CH2:4][N:5]3[C:9]=2[CH:10]=1)[CH2:18][CH3:19])[CH3:15] |f:2.3,4.5|. Procedure: A mixture of 3 parts of 3,4-dihydro-2H-pyrimido[2,1-b]benzothiazol-7-amine, 1.6 parts of 3-pentanone and 30 parts of acetic acid is stirred for 10 minutes at room temperature. Then there is added portionwise 1 part of sodium borohydride at a temperature between 18°-20° C. (cooling is necessary). Upon completion, stirring is continued for 20 minutes at room temperature. The reaction mixture is alkalized to pH 8-9 with ammonium hydroxide while cooling. The product is extracted with trichloromethan... The reactants are [BH4-].[Na+] (NaBH4), C(C1=CC=CC=C1)OC(=O)N1CCC2=C(C=3C(C(CC3C=C2)(F)F)O)CC1 (2,2-Difluoro-1-hydroxy-1,3,6,7,9,10-hexahydro-2H-8-aza-cyclohepta[e]indene-8-carboxylic acid benzyl ester), CI (methyl iodide). Run in O (water), C1CCOC1 (THF). Run at time 10 minute. The product is C(C1=CC=CC=C1)OC(=O)N1CCC2=C(C=3C(C(CC3C=C2)(F)F)OC)CC1 (2,2-Di fluoro-1-methoxy-1,3,6,7,9,10-hexahydro-2H-8-aza-cyclohepta[e]indene-8-carboxylic acid benzyl ester). The yield is 73.7%. As a reaction SMILES: [CH2:1]([O:8][C:9]([N:11]1[CH2:27][CH2:26][C:15]2[C:16]3[CH:17]([OH:25])[C:18]([F:24])([F:23])[CH2:19][C:20]=3[CH:21]=[CH:22][C:14]=2[CH2:13][CH2:12]1)=[O:10])[C:2]1[CH:7]=[CH:6][CH:5]=[CH:4][CH:3]=1.[BH4-].[Na+].[CH3:30]I>C1COCC1.O>[CH2:1]([O:8][C:9]([N:11]1[CH2:27][CH2:26][C:15]2[C:16]3[CH:17]([O:25][CH3:30])[C:18]([F:23])([F:24])[CH2:19][C:20]=3[CH:21]=[CH:22][C:14]=2[CH2:13][CH2:12]1)=[O:10])[C:2]1[CH:3]=[CH:4][CH:5]=[CH:6][CH:7]=1 |f:1.2|. Reported procedure: To a stirred solution of the product from step (c) (0.13 g, 0.35 mmol) dissolved in THF (2 ml) at 0° C. was added NaH (0.046, 0.86 mmol). The reaction mixture was allowed to stir for 10 minutes followed by the addition of methyl iodide (0.053 mL, 0.86 mmol). The reaction mixture was stirred at RT for 24 hours. The reaction mixture was diluted with water and extracted with ethyl acetate (3×). The combined ethyl acetate extracts were washed with brine, dried (Na2SO4), and solvent evaporated in vac... The reactants are ClCC=1C(=NC=CC1)SC1CCCC1 (3-Chloromethyl-2-cyclopentylsulfanyl-pyridine), C(C)OC(C(CC1=CC=C(C=C1)O)C)=O (3-(4-hydroxy-phenyl)-2-methyl-propionic acid ethyl ester). Yields the product C1(CCCC1)SC1=NC=CC=C1COC1=CC=C(C=C1)CC(C(=O)O)C (3-[4-(2-cyclopentylsulfanyl-pyridin-3-ylmethoxy)-phenyl]-2-methyl-propionic acid). Yield: 40.0%. Reaction SMILES: Cl[CH2:2][C:3]1[C:4]([S:9][CH:10]2[CH2:14][CH2:13][CH2:12][CH2:11]2)=[N:5][CH:6]=[CH:7][CH:8]=1.C([O:17][C:18](=[O:29])[CH:19]([CH3:28])[CH2:20][C:21]1[CH:26]=[CH:25][C:24]([OH:27])=[CH:23][CH:22]=1)C>>[CH:10]1([S:9][C:4]2[C:3]([CH2:2][O:27][C:24]3[CH:23]=[CH:22][C:21]([CH2:20][CH:19]([CH3:28])[C:18]([OH:29])=[O:17])=[CH:26][CH:25]=3)=[CH:8][CH:7]=[CH:6][N:5]=2)[CH2:14][CH2:13][CH2:12][CH2:11]1. Procedure details: 3-Chloromethyl-2-cyclopentylsulfanyl-pyridine (0.056 g, 0.24 mmol) obtained in Step C of Preparation Example 8 and 3-(4-hydroxy-phenyl)-2-methyl-propionic acid ethyl ester obtained in Step B of Preparation Example 3 A were used to react sequentially in the same manner as in Steps A and B of Example 1 to obtain the title compound (0.035 g, 40%). Reactants: C(#N)C=1C(=C(C=CC1)NC(OCC1=CC=CC=C1)=O)C (benzyl 3-cyano-2-methylphenylcarbamate), CC(C)C[AlH]CC(C)C (DIBAL-H), ClCCl (dichloromethane), O1CCCC1 (tetrahydrofuran), ice. Conditions: temperature -78 celsius, time 45 minute. Product: C(=O)C=1C(=C(C=CC1)NC(OCC1=CC=CC=C1)=O)C (Benzyl 3-formyl-2-methylphenylcarbamate). The yield is 87.0%. RXN SMILES: [C:1]([C:3]1[C:4]([CH3:20])=[C:5]([NH:9][C:10](=[O:19])[O:11][CH2:12][C:13]2[CH:18]=[CH:17][CH:16]=[CH:15][CH:14]=2)[CH:6]=[CH:7][CH:8]=1)#N.CC(C[AlH]CC(C)C)C.ClCCl.[O:33]1CCCC1>>[CH:1]([C:3]1[C:4]([CH3:20])=[C:5]([NH:9][C:10](=[O:19])[O:11][CH2:12][C:13]2[CH:18]=[CH:17][CH:16]=[CH:15][CH:14]=2)[CH:6]=[CH:7][CH:8]=1)=[O:33]. Procedure: To a solution of benzyl 3-cyano-2-methylphenylcarbamate (6.41 g, 24.07 mmol) in tetrahydrofuran (250 mL) at −78° C. was added DIBAL-H in dichloromethane (96 mL, 96 mmol) over 1 hr. The mixture was stirred at −78° C. for 45 min and then at room temperature for 5 hr. It was poured into ice cold water (300 mL) and the resulting mixture was stirred at room temperature for 30 min. The mixture was filtered through CELITE®, and the filtrate was concentrated to remove most of the THF. The remaining aque...